describe an organic reaction: reactants, conditions, products, and yield From a dataset of the Open Reaction Database (ORD), a public repository of structured organic reaction records. Starting materials: C1(=CC=CC=C1)P(C1=CC=CC=C1)C1=CC=CC=C1 (Triphenylphosphine), BrCC=CC#C[Si](C)(C)C (1-bromo-5-trimethylsilylpent-2-en-4-yne). Solvent: C1(=CC=CC=C1)C (toluene), C(C)(C)(C)OC (methyl tert-butyl ether). Yields the product [Br-].C[Si](C#CC=CC[P+](C1=CC=CC=C1)(C1=CC=CC=C1)C1=CC=CC=C1)(C)C (5-trimethylsilylpent-2-en-4-ynyltriphenyl-phosphonium bromide). Yield: 80.8%. As a reaction SMILES: [C:1]1([P:7]([C:14]2[CH:19]=[CH:18][CH:17]=[CH:16][CH:15]=2)[C:8]2[CH:13]=[CH:12][CH:11]=[CH:10][CH:9]=2)[CH:6]=[CH:5][CH:4]=[CH:3][CH:2]=1.[Br:20][CH2:21][CH:22]=[CH:23][C:24]#[C:25][Si:26]([CH3:29])([CH3:28])[CH3:27]>C1(C)C=CC=CC=1.C(OC)(C)(C)C>[Br-:20].[CH3:27][Si:26]([CH3:29])([CH3:28])[C:25]#[C:24][CH:23]=[CH:22][CH2:21][P+:7]([C:1]1[CH:2]=[CH:3][CH:4]=[CH:5][CH:6]=1)([C:8]1[CH:13]=[CH:12][CH:11]=[CH:10][CH:9]=1)[C:14]1[CH:15]=[CH:16][CH:17]=[CH:18][CH:19]=1 |f:4.5|. Procedure details: Triphenylphosphine (64.1 g, 0.244 mol) was added to a solution of 1-bromo-5-trimethylsilylpent-2-en-4-yne (44.26 g, 0.204 mol) in toluene (204 mL). The mixture was stirred at ambient temperature under a nitrogen atmosphere. After 3 days the suspension was diluted with methyl tert-butyl ether (408 mL), stirred for 1 hour at ambient temperature, and the precipitate was collected by filtration. The filter cake was washed with methyl tert-butyl ether and dried under vacuum at 30° C. to get 79 g of 5... Starting materials: CCOC(=O)c1cccc(N2CCC(CN(C(=O)OC(C)(C)C)C(C)c3cccc4ccccc34)C(c3ccccc3)C2)c1, C1CCOC1, CO, Cl, [Na+], [OH-]. Yields the product CC(c1cccc2ccccc12)N(CC1CCN(c2cccc(C(=O)O)c2)CC1c1ccccc1)C(=O)OC(C)(C)C. RXN SMILES: [C:1]([CH3:2])([CH3:3])([CH3:4])[O:5][C:6](=[O:7])[N:8]([CH:9]([CH3:10])[c:11]1[cH:12][cH:13][cH:14][c:15]2[cH:16][cH:17][cH:18][cH:19][c:20]12)[CH2:21][CH:22]1[CH:23]([c:39]2[cH:40][cH:41][cH:42][cH:43][cH:44]2)[CH2:24][N:25]([c:28]2[cH:29][c:30]([C:31](=[O:32])[O:33][CH2:34][CH3:35])[cH:36][cH:37][cH:38]2)[CH2:26][CH2:27]1.[CH2:45]1[O:46][CH2:47][CH2:48][CH2:49]1.[CH3:53][OH:54].[ClH:52].[Na+:51].[OH-:50]>>[C:1]([CH3:2])([CH3:3])([CH3:4])[O:5][C:6](=[O:7])[N:8]([CH:9]([CH3:10])[c:11]1[cH:12][cH:13][cH:14][c:15]2[cH:16][cH:17][cH:18][cH:19][c:20]12)[CH2:21][CH:22]1[CH:23]([c:39]2[cH:40][cH:41][cH:42][cH:43][cH:44]2)[CH2:24][N:25]([c:28]2[cH:29][c:30]([C:31](=[O:32])[OH:33])[cH:36][cH:37][cH:38]2)[CH2:26][CH2:27]1.